Dataset: the Open Reaction Database (ORD), a public repository of structured organic reaction records. Task: describe an organic reaction: reactants, conditions, products, and yield As a reaction SMILES: [CH3:1][O:2][C:3]1[CH:8]=[CH:7][C:6](B(O)O)=[C:5]([CH3:12])[CH:4]=1.[CH3:13][O:14][C:15]([C:17]1[S:18][C:19](Br)=[C:20]([CH3:22])[CH:21]=1)=[O:16].C([O-])([O-])=O.[K+].[K+]>C1(C)C=CC=CC=1.O.[Pd].C1(P(C2C=CC=CC=2)C2C=CC=CC=2)C=CC=CC=1.C1(P(C2C=CC=CC=2)C2C=CC=CC=2)C=CC=CC=1.C1(P(C2C=CC=CC=2)C2C=CC=CC=2)C=CC=CC=1.C1(P(C2C=CC=CC=2)C2C=CC=CC=2)C=CC=CC=1>[CH3:13][O:14][C:15]([C:17]1[S:18][C:19]([C:6]2[CH:7]=[CH:8][C:3]([O:2][CH3:1])=[CH:4][C:5]=2[CH3:12])=[C:20]([CH3:22])[CH:21]=1)=[O:16] |f:2.3.4,7.8.9.10.11|. Solvent: C1(=CC=CC=C1)C (toluene), O (water). Isolated yield 39.1%. Product: COC(=O)C=1SC(=C(C1)C)C1=C(C=C(C=C1)OC)C (5-(4-methoxy-2-methyl-phenyl)-4-methyl-thiophene-2-carboxylic acid methyl ester). Reaction conditions: temperature 80 celsius, time 8 hour. Procedure details: To a mixture of 4-methoxy-2-methylphenylboronic acid (912 mg, 6 mmol), 5-bromo-4-methyl-thiophene-2-carboxylic acid methyl ester (1.1 g, 5 mmol) and K2CO3 (1.38 g, 10 mmol) in toluene (30 mL) and water (5 mL) is bubbled N2 for 15 minutes followed by addition of tetrakis(triphenylphosphine) palladium (289 mg, 0.25 mmol). The mixture is stirred at 80° C. under N2 overnight and filtered through a pad of diatomaceous earth eluting with EtOAc. The combined filtrate is concentrated. The resulting resi... Reagents/catalysts: [Pd].C1(=CC=CC=C1)P(C1=CC=CC=C1)C1=CC=CC=C1.C1(=CC=CC=C1)P(C1=CC=CC=C1)C1=CC=CC=C1.C1(=CC=CC=C1)P(C1=CC=CC=C1)C1=CC=CC=C1.C1(=CC=CC=C1)P(C1=CC=CC=C1)C1=CC=CC=C1 (tetrakis(triphenylphosphine) palladium). The reactants are COC1=CC(=C(C=C1)B(O)O)C (4-methoxy-2-methylphenylboronic acid), COC(=O)C=1SC(=C(C1)C)Br (5-bromo-4-methyl-thiophene-2-carboxylic acid methyl ester), C(=O)([O-])[O-].[K+].[K+] (K2CO3). The reactants are ClC(OC1=CC=C(C=C1)NC(=O)C=1C=C(C(=NC1)N1C[C@](CC1)(C(F)(F)F)NC(OC(C)(C)C)=O)C=1C=NC=NC1)(F)F ((R)-tert-butyl (1-(5-((4-(chlorodifluoromethoxy)phenyl)carbamoyl)-3-(pyrimidin-5-yl)pyridin-2-yl)-3-(trifluoromethyl)pyrrolidin-3-yl)carbamate), ClC1=NC=C(C(=O)NC2=CC=C(C=C2)OC(F)(F)Cl)C=C1C=1C=NC=NC1 (6-chloro-N-(4-(chlorodifluoromethoxy)phenyl)-5-(pyrimidin-5-yl)nicotinamide), CC(C)(C)N(C1CCN(C1)C(F)(F)F)C(=O)[O-] (tert-butyl[3-(trifluoromethylpyrrolidine-3-yl)]carbamate), CCN(C(C)C)C(C)C (DIPEA), C(=O)(C(F)(F)F)O (TFA). Run in CCOC(=O)C (EtOAc), C(Cl)Cl (DCM), CC(C)O (iPrOH), CCOC(=O)C (EtOAc). Run at temperature 140 celsius, time 12 hour. The product is N[C@]1(CN(CC1)C1=NC=C(C(=O)NC2=CC=C(C=C2)OC(F)(F)Cl)C=C1C=1C=NC=NC1)C(F)(F)F ((R)-6-(3-Amino-3-(trifluoromethyl)pyrrolidin-1-yl)-N-(4-(chlorodifluoromethoxy)phenyl)-5-(pyrimidin-5-yl)nicotinamide). RXN SMILES: ClC1C(C2C=NC=NC=2)=CC(C(NC2C=CC(OC(Cl)(F)F)=CC=2)=O)=CN=1.CC(N(C([O-])=O)C1CN(C(F)(F)F)CC1)(C)C.CCN(C(C)C)C(C)C.[Cl:54][C:55]([F:96])([F:95])[O:56][C:57]1[CH:62]=[CH:61][C:60]([NH:63][C:64]([C:66]2[CH:67]=[C:68]([C:89]3[CH:90]=[N:91][CH:92]=[N:93][CH:94]=3)[C:69]([N:72]3[CH2:76][CH2:75][C@:74]([NH:81]C(=O)OC(C)(C)C)([C:77]([F:80])([F:79])[F:78])[CH2:73]3)=[N:70][CH:71]=2)=[O:65])=[CH:59][CH:58]=1.C(O)(C(F)(F)F)=O>CC(O)C.CCOC(C)=O.C(Cl)Cl>[NH2:81][C@:74]1([C:77]([F:80])([F:79])[F:78])[CH2:75][CH2:76][N:72]([C:69]2[C:68]([C:89]3[CH:94]=[N:93][CH:92]=[N:91][CH:90]=3)=[CH:67][C:66]([C:64]([NH:63][C:60]3[CH:61]=[CH:62][C:57]([O:56][C:55]([Cl:54])([F:95])[F:96])=[CH:58][CH:59]=3)=[O:65])=[CH:71][N:70]=2)[CH2:73]1. Procedure details: A stirred mixture of 6-chloro-N-(4-(chlorodifluoromethoxy)phenyl)-5-(pyrimidin-5-yl)nicotinamide (Stage 247.1, 150 mg, 0.365 mmol) in iPrOH (0.5 mL) was treated with tert-butyl[3-(trifluoromethylpyrrolidine-3-yl)]carbamate (179 mg, 0.547 mmol) and DIPEA (0.159 mL, 0.912 mmol) were added at RT. The resulting mixture was stirred at 140° C. for 12 h. The solution was diluted in EtOAc (50 mL), washed with a 2 N citric acid solution (20 mL), aq. sat. solution of NaHCO3 (20 mL) and brine (20 mL), drie... Reactants: Cc1cc2c(cc1N(Cc1ccccc1)Cc1ccccc1)OC(=O)C2C, [H][H], C1COCCO1. Yields the product Cc1cc2c(cc1N)OC(=O)C2C. RXN SMILES: [CH2:1]([N:8]([CH2:2][c:3]1[cH:4][cH:5][cH:6][cH:7][cH:21]1)[c:9]1[cH:10][c:11]2[c:12]([cH:18][c:19]1[CH3:20])[CH:13]([CH3:17])[C:14](=[O:16])[O:15]2)[c:22]1[cH:23][cH:24][cH:25][cH:26][cH:27]1.[H:28][H:29].[O:30]1[CH2:31][CH2:32][O:33][CH2:34][CH2:35]1>>[NH2:8][c:9]1[cH:10][c:11]2[c:12]([cH:18][c:19]1[CH3:20])[CH:13]([CH3:17])[C:14](=[O:16])[O:15]2. Starting materials: C=O, O=C(Nc1nc2ccc(N3CCOCC3)nc2s1)C(CC1CCCC1)c1ccc(S(=O)(=O)N2CCNCC2)cc1, O=CO. The product is CN1CCN(S(=O)(=O)c2ccc(C(CC3CCCC3)C(=O)Nc3nc4ccc(N5CCOCC5)nc4s3)cc2)CC1. As a reaction SMILES: [CH2:44]=[O:45].[CH:1]1([CH2:6][CH:7]([C:8](=[O:9])[NH:10][c:11]2[s:12][c:13]3[n:14][c:15]([N:20]4[CH2:21][CH2:22][O:23][CH2:24][CH2:25]4)[cH:16][cH:17][c:18]3[n:19]2)[c:26]2[cH:27][cH:28][c:29]([S:32](=[O:33])(=[O:34])[N:35]3[CH2:36][CH2:37][NH:38][CH2:39][CH2:40]3)[cH:30][cH:31]2)[CH2:2][CH2:3][CH2:4][CH2:5]1.[CH:41]([OH:42])=[O:43]>>[CH:1]1([CH2:6][CH:7]([C:8](=[O:9])[NH:10][c:11]2[s:12][c:13]3[n:14][c:15]([N:20]4[CH2:21][CH2:22][O:23][CH2:24][CH2:25]4)[cH:16][cH:17][c:18]3[n:19]2)[c:26]2[cH:27][cH:28][c:29]([S:32](=[O:33])(=[O:34])[N:35]3[CH2:36][CH2:37][N:38]([CH3:41])[CH2:39][CH2:40]3)[cH:30][cH:31]2)[CH2:2][CH2:3][CH2:4][CH2:5]1. The product is CN1Cc2c(C(=O)O)ncn2-c2cccc(Cl)c2C1=O. The reactants are CCO, CCOC(=O)c1ncn2c1CN(C)C(=O)c1c(Cl)cccc1-2, Cl, [Na+], [OH-], O. Reaction SMILES: [CH3:25][CH2:26][OH:27].[Cl:1][c:2]1[cH:3][cH:4][cH:5][c:6]2[c:7]1[C:8](=[O:22])[N:9]([CH3:21])[CH2:10][c:11]1[n:12]-2[cH:13][n:14][c:15]1[C:16](=[O:17])[O:18][CH2:19][CH3:20].[ClH:28].[Na+:24].[OH-:23].[OH2:29]>>[Cl:1][c:2]1[cH:3][cH:4][cH:5][c:6]2[c:7]1[C:8](=[O:22])[N:9]([CH3:21])[CH2:10][c:11]1[n:12]-2[cH:13][n:14][c:15]1[C:16](=[O:17])[OH:18]. The reactants are BrC1=C(C=2N(C=C1)C(N(N2)CC(C)C)=O)C2=CC=C(C=C2)Cl (7-bromo-8-(4-chlorophenyl)-2-isobutyl-[1,2,4]triazolo[4,3-a]pyridin-3(2H)-one), COC1=CC=C(C=C1)B(O)O (4-methoxyphenylboronic acid), C(=O)([O-])[O-].[K+].[K+] (K2CO3). Reagents/catalysts: C=1C=CC(=CC1)[P](C=2C=CC=CC2)(C=3C=CC=CC3)[Pd]([P](C=4C=CC=CC4)(C=5C=CC=CC5)C=6C=CC=CC6)([P](C=7C=CC=CC7)(C=8C=CC=CC8)C=9C=CC=CC9)[P](C=1C=CC=CC1)(C=1C=CC=CC1)C=1C=CC=CC1 (tetrakis(triphenylphosphine)palladium). The solvent is O1CCOCC1 (dioxane), O (water). Reaction conditions: temperature 150 celsius. Yields the product ClC1=CC=C(C=C1)C=1C=2N(C=CC1C1=CC=C(C=C1)OC)C(N(N2)CC(C)C)=O (8-(4-chlorophenyl)-2-isobutyl-7-(4-methoxyphenyl)-[1,2,4]triazolo[4,3-a]pyridin-3(2H)-one). The yield is 43.4%. RXN SMILES: Br[C:2]1[CH:7]=[CH:6][N:5]2[C:8](=[O:15])[N:9]([CH2:11][CH:12]([CH3:14])[CH3:13])[N:10]=[C:4]2[C:3]=1[C:16]1[CH:21]=[CH:20][C:19]([Cl:22])=[CH:18][CH:17]=1.[CH3:23][O:24][C:25]1[CH:30]=[CH:29][C:28](B(O)O)=[CH:27][CH:26]=1.C([O-])([O-])=O.[K+].[K+]>O1CCOCC1.O.C1C=CC([P]([Pd]([P](C2C=CC=CC=2)(C2C=CC=CC=2)C2C=CC=CC=2)([P](C2C=CC=CC=2)(C2C=CC=CC=2)C2C=CC=CC=2)[P](C2C=CC=CC=2)(C2C=CC=CC=2)C2C=CC=CC=2)(C2C=CC=CC=2)C2C=CC=CC=2)=CC=1>[Cl:22][C:19]1[CH:20]=[CH:21][C:16]([C:3]2[C:4]3[N:5]([C:8](=[O:15])[N:9]([CH2:11][CH:12]([CH3:14])[CH3:13])[N:10]=3)[CH:6]=[CH:7][C:2]=2[C:28]2[CH:29]=[CH:30][C:25]([O:24][CH3:23])=[CH:26][CH:27]=2)=[CH:17][CH:18]=1 |f:2.3.4,^1:50,52,71,90|. Reported procedure: To a stirring, degassed mixture of 7-bromo-8-(4-chlorophenyl)-2-isobutyl-[1,2,4]triazolo[4,3-a]pyridin-3(2H)-one (0.05 g, 0.13 mmol), 4-methoxyphenylboronic acid (0.06 g, 0.39 mmol), and tetrakis(triphenylphosphine)palladium (8 mg, 0.007 mmol) in dioxane (1.0 mL) at 20° C. was added K2CO3 (0.04 g, 0.26 mmol) in water (0.34 mL). The resulting reaction mixture was heated in a microwave reactor at 150° C. for 10 min under argon. Analysis by HPLC/MS indicated that starting material had been consumed... Starting materials: FC1=CC=C(C=C1)C=1C=C(NC1C1=CC=C(C=C1)F)SC(F)(F)F (4,5-bis(4-fluorophenyl)-2-(trifluoromethylthio)pyrrole), C([O-])(O)=O.[Na+] (sodium bicarbonate), CC(C)([O-])C.[K+] (potassium tert-butoxide), ClC(=O)OCC (ethyl chloroformate). Solvent: C1(=CC=CC=C1)C (toluene), C1(=CC=CC=C1)C (toluene). The product is C(C)OC(=O)N1C(=CC(=C1C1=CC=C(C=C1)F)C1=CC=C(C=C1)F)SC(F)(F)F (1-Ethoxycarbonyl-4,5-bis(4-fluorophenyl)-2-(trifluoromethylthio)pyrrole). Reaction SMILES: [F:1][C:2]1[CH:7]=[CH:6][C:5]([C:8]2[CH:9]=[C:10]([S:20][C:21]([F:24])([F:23])[F:22])[NH:11][C:12]=2[C:13]2[CH:18]=[CH:17][C:16]([F:19])=[CH:15][CH:14]=2)=[CH:4][CH:3]=1.CC(C)([O-])C.[K+].Cl[C:32]([O:34][CH2:35][CH3:36])=[O:33].C(=O)(O)[O-].[Na+]>C1(C)C=CC=CC=1>[CH2:35]([O:34][C:32]([N:11]1[C:12]([C:13]2[CH:14]=[CH:15][C:16]([F:19])=[CH:17][CH:18]=2)=[C:8]([C:5]2[CH:4]=[CH:3][C:2]([F:1])=[CH:7][CH:6]=2)[CH:9]=[C:10]1[S:20][C:21]([F:23])([F:22])[F:24])=[O:33])[CH3:36] |f:1.2,4.5|. Procedure: A mixture of 700 mg. (2 mmoles) of 4,5-bis(4-fluorophenyl)-2-(trifluoromethylthio)pyrrole and 330 mg. (3 mmoles) of potassium tert-butoxide in 20 ml. of toluene was heated to reflux with stirring and then cooled to room temperature under nitrogen. A solution of 700 mg. (6 mmoles) of ethyl chloroformate in 15 ml. of toluene was then added dropwise and the reaction mixture stirred at room temperature for several hours. The mixture was poured onto an aqueous sodium bicarbonate solution and the prod...